Dataset: the Open Reaction Database (ORD), a public repository of structured organic reaction records. Task: describe an organic reaction: reactants, conditions, products, and yield The reactants are C[S-], CN1CCCC1=O, [Na+], O=c1[nH]cccc1CN1CCC(CCc2cccnc2Cl)CC1, O. The product is CSc1ncccc1CCC1CCN(Cc2ccc[nH]c2=O)CC1. RXN SMILES: [CH3:24][S-:25].[CH3:28][N:29]1[CH2:30][CH2:31][CH2:32][C:33]1=[O:34].[Na+:26].[O:1]=[c:2]1[nH:3][cH:4][cH:5][cH:6][c:7]1[CH2:8][N:9]1[CH2:10][CH2:11][CH:12]([CH2:15][CH2:16][c:17]2[c:18]([Cl:23])[n:19][cH:20][cH:21][cH:22]2)[CH2:13][CH2:14]1.[OH2:27]>>[O:1]=[c:2]1[nH:3][cH:4][cH:5][cH:6][c:7]1[CH2:8][N:9]1[CH2:10][CH2:11][CH:12]([CH2:15][CH2:16][c:17]2[c:18]([S:25][CH3:24])[n:19][cH:20][cH:21][cH:22]2)[CH2:13][CH2:14]1. Starting materials: BrC1=C(C=C2C(CC(N(C2=C1)CC)=O)(C)C)C (7-Bromo-1-ethyl-4,4,6-trimethyl-3,4-dihydro-1H-quinolin-2-one), FC(OC1=C(C=CC=C1)B(O)O)(F)F (2-trifluoromethoxy benzene boronic acid), C21H22F3NO2. Yields the product C(C)N1C(CC(C2=CC(=C(C=C12)C1=C(C=CC=C1)OC(F)(F)F)C)(C)C)=O (1-Ethyl-4,4,6-trimethyl-7-(2-trifluoromethoxy-phenyl)-3,4-dihydro-1H-quinolin-2-one). RXN SMILES: Br[C:2]1[CH:11]=[C:10]2[C:5]([C:6]([CH3:16])([CH3:15])[CH2:7][C:8](=[O:14])[N:9]2[CH2:12][CH3:13])=[CH:4][C:3]=1[CH3:17].[F:18][C:19]([F:31])([F:30])[O:20][C:21]1[CH:26]=[CH:25][CH:24]=[CH:23][C:22]=1B(O)O>>[CH2:12]([N:9]1[C:10]2[C:5](=[CH:4][C:3]([CH3:17])=[C:2]([C:22]3[CH:23]=[CH:24][CH:25]=[CH:26][C:21]=3[O:20][C:19]([F:18])([F:31])[F:30])[CH:11]=2)[C:6]([CH3:16])([CH3:15])[CH2:7][C:8]1=[O:14])[CH3:13]. Reported procedure: Compound 9A was prepared from Compound 1A using the procedure described in Example 1B, except using 2-trifluoromethoxy benzene boronic acid as the starting material. MS (electrospray): mass calculated for C21H22F3NO2 377.16; m/z found m/z found, 378.2 [M+H]+. Reactants: CC1=CC=CC(=N1)C=O (6-methyl-2-pyridinecarboxaldehyde), C(CCC)[Li] (n-Butyllithium), [Br-].C(CC)[P+](C1=CC=CC=C1)(C1=CC=CC=C1)C1=CC=CC=C1 (propyltriphenylphosphonium bromide). Solvent: C1CCOC1 (THF), C1CCOC1 (THF). Run at temperature 0 celsius, time 30 minute. Product: C(=CCC)C1=CC=CC(=N1)C (6-(1-Butenyl)-2-picoline). Isolated yield 67.2%. As a reaction SMILES: [CH2:1]([Li])[CH2:2][CH2:3][CH3:4].[Br-].C([P+](C1C=CC=CC=1)(C1C=CC=CC=1)C1C=CC=CC=1)CC.C[C:30]1[N:35]=[C:34]([CH:36]=O)[CH:33]=[CH:32][CH:31]=1>C1COCC1>[CH:1]([C:30]1[N:35]=[C:34]([CH3:36])[CH:33]=[CH:32][CH:31]=1)=[CH:2][CH2:3][CH3:4] |f:1.2|. Procedure details: n-Butyllithium (7.5 mL, 1.6M/hexanes, 12 mmol) was added to a slurry of propyltriphenylphosphonium bromide (4.62 g, 12 mmol) in THF (40 mL) at -78° C. The mixture was warmed to 0° C. and stirred 30 min., then cooled again to -78° C. A THF (10 mL) solution of 6-methyl-2-pyridinecarboxaldehyde (1.21 g, 10 mmol) was added dropwise. The reaction mixture was allowed to warm to r.t. and stirred for 2 hours. Silica gel was added and the slurry was filtered on a short (SiO2) column eluting with 10% EtOA... The reactants are CCOC(=O)c1cc(Br)ccc1O, CN(C)c1ccncc1, COc1cc2nccc(Cl)c2cc1OC, Clc1ccccc1Cl. Product: CCOC(=O)c1cc(Br)ccc1Oc1ccnc2cc(OC)c(OC)cc12. Reaction SMILES: [Br:1][c:2]1[cH:3][cH:4][c:5]([OH:13])[c:6]([C:7](=[O:8])[O:9][CH2:10][CH3:11])[cH:12]1.[CH3:29][N:30]([CH3:31])[c:32]1[cH:33][cH:34][n:35][cH:36][cH:37]1.[Cl:14][c:15]1[cH:16][cH:17][n:18][c:19]2[cH:20][c:21]([O:27][CH3:28])[c:22]([O:25][CH3:26])[cH:23][c:24]12.[Cl:38][c:39]1[cH:40][cH:41][cH:42][cH:43][c:44]1[Cl:45]>>[Br:1][c:2]1[cH:3][cH:4][c:5]([O:13][c:15]2[cH:16][cH:17][n:18][c:19]3[cH:20][c:21]([O:27][CH3:28])[c:22]([O:25][CH3:26])[cH:23][c:24]23)[c:6]([C:7](=[O:8])[O:9][CH2:10][CH3:11])[cH:12]1. As a reaction SMILES: [Cl:1][C:2]1[CH:3]=[CH:4][C:5]([OH:11])=[C:6]([C:8](=O)[CH3:9])[CH:7]=1.[CH3:12][N:13]1[CH2:18][CH2:17][N:16]([S:19]([C:22]2[CH:23]=[N:24][CH:25]=[C:26]([CH:31]=2)[C:27]([NH:29][NH2:30])=[O:28])(=[O:21])=[O:20])[CH2:15][CH2:14]1>CO.C(O)(=O)C>[Cl:1][C:2]1[CH:3]=[CH:4][C:5]([OH:11])=[C:6](/[C:8](=[N:30]/[NH:29][C:27](=[O:28])[C:26]2[CH:31]=[C:22]([S:19]([N:16]3[CH2:15][CH2:14][N:13]([CH3:12])[CH2:18][CH2:17]3)(=[O:21])=[O:20])[CH:23]=[N:24][CH:25]=2)/[CH3:9])[CH:7]=1. Conditions: temperature 70 celsius. Starting materials: ClC=1C=CC(=C(C1)C(C)=O)O (1-(5-chloro-2-hydroxyphenyl)ethanone), CN1CCN(CC1)S(=O)(=O)C=1C=NC=C(C(=O)NN)C1 (5-((4-methylpiperazin-1-yl)sulfonyl)nicotinohydrazide). Product: ClC=1C=CC(=C(C1)\C(\C)=N\NC(C1=CN=CC(=C1)S(=O)(=O)N1CCN(CC1)C)=O)O ((E)-N′-(1-(5-chloro-2-hydroxyphenyl)ethylidene)-5-((4-methylpiperazin-1-yl)sulfonyl)nicotinohydrazide). Procedure details: 1-(5-chloro-2-hydroxyphenyl)ethanone (25.07 mg, 0.147 mmol) and 5-((4-methylpiperazin-1-yl)sulfonyl)nicotinohydrazide (40 mg, 0.134 mmol) was dissolved in Methanol (10 ml) in the presence of acetic acid as a catalyst and then the reaction mixture was refluxed for 12 h at 70° C. Reaction was monitored by TLC. After completion of the reaction, following cooling, the solvent was removed by vacuum and the resulting crude material was purified by flash column chromatography (2% CH3OH/CH2Cl2) afforded... Run in CO (Methanol), C(C)(=O)O (acetic acid). Starting materials: COC(=O)c1ccc(S(=O)(=O)CC(C)C)cc1, C1COCCO1, [Na+], [OH-]. Product: CC(C)CS(=O)(=O)c1ccc(C(=O)O)cc1. Reaction SMILES: [CH2:1]([CH:2]([CH3:3])[CH3:4])[S:5](=[O:6])(=[O:7])[c:8]1[cH:9][cH:10][c:11]([C:12](=[O:13])[O:14][CH3:15])[cH:16][cH:17]1.[CH2:20]1[O:21][CH2:22][CH2:23][O:24][CH2:25]1.[Na+:19].[OH-:18]>>[CH2:1]([CH:2]([CH3:3])[CH3:4])[S:5](=[O:6])(=[O:7])[c:8]1[cH:9][cH:10][c:11]([C:12](=[O:13])[OH:14])[cH:16][cH:17]1. The reactants are ClC1=C(C(=O)Cl)C=C(C=C1)[N+](=O)[O-] (2-chloro-5-nitrobenzoyl chloride), [Cl-].[Al+3].[Cl-].[Cl-] (aluminium chloride). Product: ClC1=C(C(=O)C2=CC=CC=C2)C=C(C=C1)[N+](=O)[O-] (2-chloro-5-nitrobenzophenone). Run in C1=CC=CC=C1 (benzene). RXN SMILES: [Cl:1][C:2]1[CH:10]=[CH:9][C:8]([N+:11]([O-:13])=[O:12])=[CH:7][C:3]=1[C:4](Cl)=[O:5].[Cl-].[Al+3].[Cl-].[Cl-]>C1C=CC=CC=1>[Cl:1][C:2]1[CH:10]=[CH:9][C:8]([N+:11]([O-:13])=[O:12])=[CH:7][C:3]=1[C:4]([C:2]1[CH:10]=[CH:9][CH:8]=[CH:7][CH:3]=1)=[O:5] |f:1.2.3.4|. Procedure details: The reaction is carried out as in Example 10 a) by reacting benzene with 2-chloro-5-nitrobenzoyl chloride in the presence of aluminium chloride. Procedure details: According to the general procedure (GP12), chlorination of 8-[2-(3,5-difluoro-4-methyl-phenyl)-ethyl]-1-iodo-3-methyl-5,6-dihydro-8H-imidazo[1,5-a]pyrazine-7-carboxylic acid tert-butyl ester (582 mg; 1.125 mmol) and purification by FC (DCM/MeOH=40/1) gave the product 1-chloro-8-[2-(3,5-difluoro-4-methyl-phenyl)-ethyl]-3-methyl-5,6-dihydro-8H-imidazo[1,5-a]pyrazine-7-carboxylic acid tert-butyl ester as a yellow oil (49 mg; 0.115 mmol). LC-MS: tR=1.02 min.; [M+H]+=426.45 g/mol. Reaction SMILES: [C:1]([O:5][C:6]([N:8]1[CH2:13][CH2:12][N:11]2[C:14]([CH3:18])=[N:15][C:16](I)=[C:10]2[CH:9]1[CH2:19][CH2:20][C:21]1[CH:26]=[C:25]([F:27])[C:24]([CH3:28])=[C:23]([F:29])[CH:22]=1)=[O:7])([CH3:4])([CH3:3])[CH3:2].C(Cl)[Cl:31].CO>>[C:1]([O:5][C:6]([N:8]1[CH2:13][CH2:12][N:11]2[C:14]([CH3:18])=[N:15][C:16]([Cl:31])=[C:10]2[CH:9]1[CH2:19][CH2:20][C:21]1[CH:26]=[C:25]([F:27])[C:24]([CH3:28])=[C:23]([F:29])[CH:22]=1)=[O:7])([CH3:4])([CH3:3])[CH3:2] |f:1.2|. Reactants: C(C)(C)(C)OC(=O)N1C(C=2N(CC1)C(=NC2I)C)CCC2=CC(=C(C(=C2)F)C)F (8-[2-(3,5-difluoro-4-methyl-phenyl)-ethyl]-1-iodo-3-methyl-5,6-dihydro-8H-imidazo[1,5-a]pyrazine-7-carboxylic acid tert-butyl ester), C(Cl)Cl.CO (DCM MeOH). Yields the product C(C)(C)(C)OC(=O)N1C(C=2N(CC1)C(=NC2Cl)C)CCC2=CC(=C(C(=C2)F)C)F (1-chloro-8-[2-(3,5-difluoro-4-methyl-phenyl)-ethyl]-3-methyl-5,6-dihydro-8H-imidazo[1,5-a]pyrazine-7-carboxylic acid tert-butyl ester). The reactants are C([O-])([O-])=O.[Cs+].[Cs+] (cesium carbonate), C1(=CC=CC=C1)P(C1=CC=CC=2C(C3=CC=CC(=C3OC12)P(C1=CC=CC=C1)C1=CC=CC=C1)(C)C)C1=CC=CC=C1 (4,5-bis(diphenylphosphino)-9,9-dimethylxanthene), [Si](C)(C)(C(C)(C)C)O[C@@H]1CC(N[C@H]1CC)=O ((4R,5S)-4-(tert-butyldimethylsilyloxy)-5-ethylpyrrolidin-2-one), BrC1=CC(=C(C#N)C=C1)OC (4-bromo-2-methoxybenzonitrile). The reagents and catalysts are C=1C=CC(=CC1)/C=C/C(=O)/C=C/C2=CC=CC=C2.C=1C=CC(=CC1)/C=C/C(=O)/C=C/C2=CC=CC=C2.C=1C=CC(=CC1)/C=C/C(=O)/C=C/C2=CC=CC=C2.[Pd].[Pd] (tris(dibenzylideneacetone)dipalladium(0)). Product: [Si](C)(C)(C(C)(C)C)O[C@H]1[C@@H](N(C(C1)=O)C1=CC(=C(C#N)C=C1)OC)CC (4-[(2S,3R)-3-(tert-butyldimethylsilyloxy)-2-ethyl-5-oxopyrrolidin-1-yl]-2-methoxybenzonitrile), solid. Isolated yield 65.0%. RXN SMILES: [Si:1]([O:8][C@H:9]1[C@H:13]([CH2:14][CH3:15])[NH:12][C:11](=[O:16])[CH2:10]1)([C:4]([CH3:7])([CH3:6])[CH3:5])([CH3:3])[CH3:2].Br[C:18]1[CH:25]=[CH:24][C:21]([C:22]#[N:23])=[C:20]([O:26][CH3:27])[CH:19]=1.C(=O)([O-])[O-].[Cs+].[Cs+].C1(P(C2C=CC=CC=2)C2C3OC4C(=CC=CC=4P(C4C=CC=CC=4)C4C=CC=CC=4)C(C)(C)C=3C=CC=2)C=CC=CC=1>C1C=CC(/C=C/C(/C=C/C2C=CC=CC=2)=O)=CC=1.C1C=CC(/C=C/C(/C=C/C2C=CC=CC=2)=O)=CC=1.C1C=CC(/C=C/C(/C=C/C2C=CC=CC=2)=O)=CC=1.[Pd].[Pd]>[Si:1]([O:8][C@@H:9]1[CH2:10][C:11](=[O:16])[N:12]([C:18]2[CH:25]=[CH:24][C:21]([C:22]#[N:23])=[C:20]([O:26][CH3:27])[CH:19]=2)[C@H:13]1[CH2:14][CH3:15])([C:4]([CH3:7])([CH3:6])[CH3:5])([CH3:3])[CH3:2] |f:2.3.4,6.7.8.9.10|. Reported procedure: Using (4R,5S)-4-(tert-butyldimethylsilyloxy)-5-ethylpyrrolidin-2-one (1.00 g), 4-bromo-2-methoxybenzonitrile (1.00 g), cesium carbonate (2.08 g), tris(dibenzylideneacetone)dipalladium(0) (193 mg) and 4,5-bis(diphenylphosphino)-9,9-dimethylxanthene (490 mg), and in the same manner as in Reference Example 3, the title compound was obtained as a colorless solid (yield: 1.04 g, 65%).